From a dataset of the Open Reaction Database (ORD), a public repository of structured organic reaction records. describe an organic reaction: reactants, conditions, products, and yield Reactants: [F-].[NH4+] (ammonium fluoride), FC(S(=O)(=O)OC=1C=C2CCCC(C2=CC1)=O)(F)F (3,4-dihydro-6-trifluoromethylsulfonyloxy-1(2H)-naphthalenone), FC1=CC=C(C=C1)[Sn](CCCC)(CCCC)CCCC (4-fluorophenyltributyltin), [Cl-].[Li+] (lithium chloride), [Cl-] (chloride). Solvent: C(C)(=O)OCC (Ethyl acetate), CN(C=O)C (N,N-dimethylformamide). Conditions: temperature 120 celsius, time 4 hour. The product is FC1=CC=C(C=C1)C=1C=C2CCCC(C2=CC1)=O (3,4-Dihydro-6-(4-fluorophenyl)-1(2H)-naphthalenone). Yield: 79.6%. RXN SMILES: FC(F)(F)S(O[C:7]1[CH:8]=[C:9]2[C:14](=[CH:15][CH:16]=1)[C:13](=[O:17])[CH2:12][CH2:11][CH2:10]2)(=O)=O.[F:20][C:21]1[CH:26]=[CH:25][C:24]([Sn](CCCC)(CCCC)CCCC)=[CH:23][CH:22]=1.[Cl-].[Li+].[Cl-].[F-].[NH4+]>CN(C)C=O.C(OCC)(=O)C>[F:20][C:21]1[CH:26]=[CH:25][C:24]([C:7]2[CH:8]=[C:9]3[C:14](=[CH:15][CH:16]=2)[C:13](=[O:17])[CH2:12][CH2:11][CH2:10]3)=[CH:23][CH:22]=1 |f:2.3,5.6|. Procedure: 1.00 g (3.40 mmol) of 3,4-dihydro-6-trifluoromethylsulfonyloxy-1(2H)-naphthalenone was dissolved in 10 ml of N,N-dimethylformamide in an argon atmosphere, and 1.96 g (5.10 mmol) of 4-fluorophenyltributyltin, 0.43 g (11.0 mmol) of lithium chloride and 0.12 g (0.17 mmol) of bistriphenylphosphinepalladium chloride were added to the solution. The mixture was stirred at 120° C. for 4 hours. The reaction product was cooled to room temperature. Ethyl acetate and a 2M-ammonium fluoride aqueous solution ...